From a dataset of the Open Reaction Database (ORD), a public repository of structured organic reaction records. describe an organic reaction: reactants, conditions, products, and yield Reactants: Cn1cc(C2CCC(NCc3ccccc3)C2)c2cc(F)ccc21, COS(=O)(=O)c1ccc(C)cc1, c1ccc2c(c1)OCCO2. Yields the product Cn1cc(C2CCC(N)C2)c2cc(F)ccc21. As a reaction SMILES: [CH2:23]([c:24]1[cH:25][cH:26][cH:27][cH:28][cH:29]1)[NH:30][CH:31]1[CH2:32][CH:33]([c:36]2[cH:37][n:38]([CH3:46])[c:39]3[cH:40][cH:41][c:42]([F:45])[cH:43][c:44]23)[CH2:34][CH2:35]1.[CH3:1][O:2][S:3]([c:4]1[cH:5][cH:6][c:7]([CH3:8])[cH:9][cH:10]1)(=[O:11])=[O:12].[O:13]1[c:14]2[cH:15][cH:16][cH:17][cH:18][c:19]2[O:20][CH2:21][CH2:22]1>>[NH2:30][CH:31]1[CH2:32][CH:33]([c:36]2[cH:37][n:38]([CH3:46])[c:39]3[cH:40][cH:41][c:42]([F:45])[cH:43][c:44]23)[CH2:34][CH2:35]1.